From a dataset of the Open Reaction Database (ORD), a public repository of structured organic reaction records. describe an organic reaction: reactants, conditions, products, and yield The reactants are COC(=O)C=1C=C(C=C2C1N=CS2)F (6-fluoro-benzothiazole-4-carboxylic acid methyl ester), [OH-].[Li+] (lithium hydroxide). Run at time 4 hour. Isolated yield 82.1%. The solvent is O1CCCC1 (tetrahydrofuran). Reported procedure: To a solution of 6-fluoro-benzothiazole-4-carboxylic acid methyl ester (1.97 g, 9.33 mmol) in tetrahydrofuran (30 mL) was added aqueous lithium hydroxide solution (2M, 14.0 mL, 28 mmol, 3 eq.) and then stirred, at room temperature, for 4 hr. The reaction mixture was quenched with aqueous hydrochloric acid (2M, 30 mL) and stirred for 15 min. The resulting suspension was filtered and the solid produced was washed with water and air dried to give the title compound as a grey solid (1.51 g, 82%). Yields the product FC=1C=C2C(N=CS2)=C(C1)C(=O)O (6-Fluoro-benzothiazole-4-carboxylic acid). Reaction SMILES: C[O:2][C:3]([C:5]1[CH:6]=[C:7]([F:14])[CH:8]=[C:9]2[S:13][CH:12]=[N:11][C:10]=12)=[O:4].[OH-].[Li+]>O1CCCC1>[F:14][C:7]1[CH:8]=[C:9]2[S:13][CH:12]=[N:11][C:10]2=[C:5]([C:3]([OH:4])=[O:2])[CH:6]=1 |f:1.2|. Starting materials: CCOP(=O)(CCNCCCNC(=O)OC(C)(C)C)OCC, CCOc1c(OCC)c(=O)c1=O, CCO. Product: CCOc1c(N(CCCNC(=O)OC(C)(C)C)CCP(=O)(OCC)OCC)c(=O)c1=O. RXN SMILES: [CH2:13]([CH3:14])[O:15][P:16]([O:17][CH2:18][CH3:19])(=[O:20])[CH2:21][CH2:22][NH:23][CH2:24][CH2:25][CH2:26][NH:27][C:28](=[O:29])[O:30][C:31]([CH3:32])([CH3:33])[CH3:34].[CH2:1]([O:2][c:4]1[c:5](=[O:12])[c:6](=[O:11])[c:7]1[O:8][CH2:9][CH3:10])[CH3:3].[CH3:35][CH2:36][OH:37]>>[c:4]1([N:23]([CH2:22][CH2:21][P:16]([O:15][CH2:13][CH3:14])([O:17][CH2:18][CH3:19])=[O:20])[CH2:24][CH2:25][CH2:26][NH:27][C:28](=[O:29])[O:30][C:31]([CH3:32])([CH3:33])[CH3:34])[c:5](=[O:12])[c:6](=[O:11])[c:7]1[O:8][CH2:9][CH3:10]. The product is CCOC(=O)C(C)=CC(C(C)C)N(C)C(=O)C(NC(=O)C(C)C(C)(C)c1ccccc1)C(C)(C)C. Reactants: CC(C(=O)O)C(C)(C)c1ccccc1, CN1CCOCC1, CCOC(=O)C(C)=CC(C(C)C)N(C)C(=O)C(N)C(C)(C)C, CN(C)C=O, Cl, Oc1cccc2[nH]nnc12. As a reaction SMILES: [CH3:1][CH:2]([C:3](=[O:4])[OH:5])[C:6]([CH3:7])([c:8]1[cH:9][cH:10][cH:11][cH:12][cH:13]1)[CH3:14].[CH3:25][N:26]1[CH2:27][CH2:28][O:29][CH2:30][CH2:31]1.[CH3:33][C:34]([C:35](=[O:36])[O:37][CH2:38][CH3:39])=[CH:40][CH:41]([CH:42]([CH3:43])[CH3:44])[N:45]([C:46]([CH:47]([NH2:48])[C:49]([CH3:50])([CH3:51])[CH3:52])=[O:53])[CH3:54].[CH3:55][N:56]([CH3:57])[CH:58]=[O:59].[ClH:32].[OH:15][c:16]1[c:17]2[n:18][n:19][nH:20][c:21]2[cH:22][cH:23][cH:24]1>>[CH3:1][CH:2]([C:3](=[O:5])[NH:48][CH:47]([C:46]([N:45]([CH:41]([CH:40]=[C:34]([CH3:33])[C:35](=[O:36])[O:37][CH2:38][CH3:39])[CH:42]([CH3:43])[CH3:44])[CH3:54])=[O:53])[C:49]([CH3:50])([CH3:51])[CH3:52])[C:6]([CH3:7])([c:8]1[cH:9][cH:10][cH:11][cH:12][cH:13]1)[CH3:14]. Starting materials: [N+]=1(NC=C2C=CC=CC12)[O-] (azaindole N-oxide), CN(C)C=O (DMF), CS(=O)(=O)Cl (Methanesulfonyl chloride). Run at temperature 70 celsius, time 4 hour. Product: ClC1=C2C(=NC=C1)NC=C2 (4-Chloro-1H-pyrrolo[2,3-b]pyridine). As a reaction SMILES: [N+:1]1([O-])NC=C2[C:9]=1[CH:8]=[CH:7][CH:6]=[CH:5]2.C[N:12]([CH:14]=O)[CH3:13].CS([Cl:20])(=O)=O>>[Cl:20][C:6]1[CH:5]=[CH:14][N:12]=[C:13]2[NH:1][CH:9]=[CH:8][C:7]=12. Procedure details: The title compound was prepared according to the procedure described in WO2003082289A1. A solution of azaindole N-oxide (6.82 g, 51.0 mmol) in DMF (36.0 ml, 470 mmol) was heated to 50° C. Methanesulfonyl chloride (11.0 ml, 137 mmol) was added to the heated solution at such a rate as to maintain the reaction temperature at 65 to 75° C. The resulting mixture was heated at 68-77° C. until the reaction was judged complete by RPLC. The total reaction time was 4 hours. The reaction was cooled to rt an...